This data is from the Open Reaction Database (ORD), a public repository of structured organic reaction records. The task is: describe an organic reaction: reactants, conditions, products, and yield Reactants: C1(CCCCC1)/C=C/C=1C=CC(=NC1)C#N ((E)-5-(2-cyclohexylvinyl)-pyridine-2-carbonitrile), [H-].[Al+3].[Li+].[H-].[H-].[H-] (lithium aluminum hydride). Run in C1CCOC1 (THF). Reaction conditions: time 3 hour. The product is NCC1=NC=C(C=C1)\C=C\C1CCCCC1 ((E)-2-Aminomethyl-5-(2-cyclohexylvinyl)-pyridine). Yield: 33.9%. Reaction SMILES: [CH:1]1(/[CH:7]=[CH:8]/[C:9]2[CH:10]=[CH:11][C:12]([C:15]#[N:16])=[N:13][CH:14]=2)[CH2:6][CH2:5][CH2:4][CH2:3][CH2:2]1.[H-].[Al+3].[Li+].[H-].[H-].[H-]>C1COCC1>[NH2:16][CH2:15][C:12]1[CH:11]=[CH:10][C:9](/[CH:8]=[CH:7]/[CH:1]2[CH2:6][CH2:5][CH2:4][CH2:3][CH2:2]2)=[CH:14][N:13]=1 |f:1.2.3.4.5.6|. Reported procedure: Cool a stirred solution of (E)-5-(2-cyclohexylvinyl)-pyridine-2-carbonitrile (1.76 g, 8.3 mmol) in THF (55 mL) to 0° C. under nitrogen. Carefully add lithium aluminum hydride (1.26 g, 33.2 mmol) and warm to room temperature overnight. Quench the reaction mixture with sequential addition of water (1.26 mL), 15% aqueous NaOH (1.26 mL) and water (3×1.26 mL), and stir for 3 h. Filter the mixture through Celite®, wash with EtOAc, and concentrate in vacuo. Purify the crude mixture by chromatography on...